Dataset: the Open Reaction Database (ORD), a public repository of structured organic reaction records. Task: describe an organic reaction: reactants, conditions, products, and yield Starting materials: COC(=O)c1cccc(Cn2c(=O)cc(N3CCCC(N)C3)n(Cc3ccccc3C#N)c2=O)c1, [Li+], [OH-]. Product: N#Cc1ccccc1Cn1c(N2CCCC(N)C2)cc(=O)n(Cc2cccc(C(=O)O)c2)c1=O. Reaction SMILES: [CH3:1][O:2][C:3]([c:4]1[cH:5][c:6]([CH2:10][n:11]2[c:12](=[O:34])[n:13]([CH2:25][c:26]3[c:27]([C:32]#[N:33])[cH:28][cH:29][cH:30][cH:31]3)[c:14]([N:18]3[CH2:19][CH:20]([NH2:24])[CH2:21][CH2:22][CH2:23]3)[cH:15][c:16]2=[O:17])[cH:7][cH:8][cH:9]1)=[O:35].[Li+:37].[OH-:36]>>[O:2]=[C:3]([c:4]1[cH:5][c:6]([CH2:10][n:11]2[c:12](=[O:34])[n:13]([CH2:25][c:26]3[c:27]([C:32]#[N:33])[cH:28][cH:29][cH:30][cH:31]3)[c:14]([N:18]3[CH2:19][CH:20]([NH2:24])[CH2:21][CH2:22][CH2:23]3)[cH:15][c:16]2=[O:17])[cH:7][cH:8][cH:9]1)[OH:35]. The reactants are C(C)(C)(C)C1=C(C=CC(=C1)C(C)(C)C)O (2,4-di-tert-butylphenol), C(C)(=O)O (acetic acid). The reagents and catalysts are Mn Salen. Yields the product C(C)(C)(C)C1=C(C(C=O)=CC(=C1)C(C)(C)C)O (3,5-di-tert-butylsalicylaldehyde). Reaction SMILES: [C:1]([C:5]1[CH:10]=[C:9]([C:11]([CH3:14])([CH3:13])[CH3:12])[CH:8]=[CH:7][C:6]=1[OH:15])([CH3:4])([CH3:3])[CH3:2].[C:16](O)(=[O:18])C>>[C:1]([C:5]1[CH:10]=[C:9]([C:11]([CH3:14])([CH3:13])[CH3:12])[CH:8]=[C:7]([CH:16]=[O:18])[C:6]=1[OH:15])([CH3:4])([CH3:3])[CH3:2]. Procedure: It has now been found that reaction of 2,4-di-tert-butylphenol with hexamethylenetetramine in glacial acetic acid followed by quenching with water or aqueous acid, extraction with a water insoluble non-polar solvent and filtration through silica gel provides 3,5-di-tert-butylsalicylaldehyde in more than 60% yield and of a purity suitable for the production of chiral Mn-Salen catalysts. Alternatively, reaction of 2,4-di-tert-butylphenol with HMT in glacial acetic acid followed by quenching with a... Starting materials: C(C)(C)(C)OC(=O)NCCCOC1=C(C(=O)O)C=CC(=C1)N1CCOCC1 (2-[3-(tert-butoxycarbonylamino)-propoxy]-4-(morpholin-4-yl)benzoic acid), ClC=1C=CC(=NC1)NC(C1=C(C=CC(=C1)F)N)=O (N-(5-chloropyridin-2-yl)-2-amino-5-fluorobenzamide). Yields the product C(C)(C)(C)OC(=O)NCCCOC1=C(C(=O)NC2=C(C(=O)NC3=NC=C(C=C3)Cl)C=C(C=C2)F)C=CC(=C1)N1CCOCC1 (2-[2-[3-(tert-Butoxycarbonylamino)propoxy]-4-(morpholin-4-yl)benzoylamino]-N-(5-chloropyridin-2-yl)-5-fluorobenzamide). Isolated yield 70.0%. Reaction SMILES: [C:1]([O:5][C:6]([NH:8][CH2:9][CH2:10][CH2:11][O:12][C:13]1[CH:21]=[C:20]([N:22]2[CH2:27][CH2:26][O:25][CH2:24][CH2:23]2)[CH:19]=[CH:18][C:14]=1[C:15]([OH:17])=O)=[O:7])([CH3:4])([CH3:3])[CH3:2].[Cl:28][C:29]1[CH:30]=[CH:31][C:32]([NH:35][C:36](=[O:45])[C:37]2[CH:42]=[C:41]([F:43])[CH:40]=[CH:39][C:38]=2[NH2:44])=[N:33][CH:34]=1>>[C:1]([O:5][C:6]([NH:8][CH2:9][CH2:10][CH2:11][O:12][C:13]1[CH:21]=[C:20]([N:22]2[CH2:27][CH2:26][O:25][CH2:24][CH2:23]2)[CH:19]=[CH:18][C:14]=1[C:15]([NH:44][C:38]1[CH:39]=[CH:40][C:41]([F:43])=[CH:42][C:37]=1[C:36]([NH:35][C:32]1[CH:31]=[CH:30][C:29]([Cl:28])=[CH:34][N:33]=1)=[O:45])=[O:17])=[O:7])([CH3:4])([CH3:3])[CH3:2]. Reported procedure: Using a procedure analogous to Example 4-C, 2-[3-(tert-butoxycarbonylamino)-propoxy]-4-(morpholin-4-yl)benzoic acid and N-(5-chloropyridin-2-yl)-2-amino-5-fluorobenzamide gave the desired product as a solid (2.56 g, 70%). Reactants: FC(F)(F)c1ccc(C2CCCN2)cc1, Cc1ccc(S(=O)(=O)Cl)cc1. Product: Cc1ccc(S(=O)(=O)N2CCCC2c2ccc(C(F)(F)F)cc2)cc1. Reaction SMILES: [F:1][C:2]([c:3]1[cH:4][cH:5][c:6]([CH:9]2[NH:10][CH2:11][CH2:12][CH2:13]2)[cH:7][cH:8]1)([F:14])[F:15].[c:16]1([CH3:26])[cH:17][cH:18][c:19]([S:22](=[O:23])(=[O:24])[Cl:25])[cH:20][cH:21]1>>[F:1][C:2]([c:3]1[cH:4][cH:5][c:6]([CH:9]2[N:10]([S:22]([c:19]3[cH:18][cH:17][c:16]([CH3:26])[cH:21][cH:20]3)(=[O:23])=[O:24])[CH2:11][CH2:12][CH2:13]2)[cH:7][cH:8]1)([F:14])[F:15]. The reactants are COC([C@H](CC1=CC2=C(O[C@H](CO2)C2=CC=C(C=C2)OC(C)=O)C=C1)NC(=O)OC(C)(C)C)=O ((S)-3-[(S)-2-(4-Acetoxy-phenyl)-2,3-dihydro-benzo[1,4]dioxin-6-yl]-2-tert-butoxycarbonylamino-propionic acid methyl ester), [N+](=O)([O-])C1=CC=C(C=C1)S(=O)(=O)Cl (4-nitrobenzenesulfonyl chloride), Cl (HCl), COC([C@H](CC1=CC2=C(O[C@H](CO2)C2=CC=C(C=C2)OC(C)=O)C=C1)N)=O ((S)-3-[(S)-2-(4-acetoxy-phenyl)-2,3-dihydro-benzo[1,4]dioxin-6-yl]-2-amino-propionic acid methyl ester). The product is COC([C@H](CC1=CC2=C(O[C@H](CO2)C2=CC=C(C=C2)OC(C)=O)C=C1)NS(=O)(=O)C1=CC=C(C=C1)[N+](=O)[O-])=O ((S)-3-[(S)-2-(4-acetoxy-phenyl)-2,3-dihydro-benzo[1,4]dioxin-6-yl]-2-(4-nitro-benzenesulfonylamino)-propionic acid methyl ester). As a reaction SMILES: COC(=O)[C@@H](NC(OC(C)(C)C)=O)CC1C=CC2O[C@@H](C3C=CC(OC(=O)C)=CC=3)COC=2C=1.Cl.[CH3:36][O:37][C:38](=[O:62])[C@@H:39]([NH2:61])[CH2:40][C:41]1[CH:60]=[CH:59][C:44]2[O:45][C@@H:46]([C:49]3[CH:54]=[CH:53][C:52]([O:55][C:56](=[O:58])[CH3:57])=[CH:51][CH:50]=3)[CH2:47][O:48][C:43]=2[CH:42]=1.[N+:63]([C:66]1[CH:71]=[CH:70][C:69]([S:72](Cl)(=[O:74])=[O:73])=[CH:68][CH:67]=1)([O-:65])=[O:64]>>[CH3:36][O:37][C:38](=[O:62])[C@@H:39]([NH:61][S:72]([C:69]1[CH:68]=[CH:67][C:66]([N+:63]([O-:65])=[O:64])=[CH:71][CH:70]=1)(=[O:73])=[O:74])[CH2:40][C:41]1[CH:60]=[CH:59][C:44]2[O:45][C@@H:46]([C:49]3[CH:50]=[CH:51][C:52]([O:55][C:56](=[O:58])[CH3:57])=[CH:53][CH:54]=3)[CH2:47][O:48][C:43]=2[CH:42]=1. Procedure details: (S)-3-[(S)-2-(4-Acetoxy-phenyl)-2,3-dihydro-benzo[1,4]dioxin-6-yl]-2-tert-butoxycarbonylamino-propionic acid methyl ester (208 mg) was converted to the HCl salt of (S)-3-[(S)-2-(4-acetoxy-phenyl)-2,3-dihydro-benzo[1,4]dioxin-6-yl]-2-amino-propionic acid methyl ester according to General Procedure C. This intermediate was further reacted with 4-nitrobenzenesulfonyl chloride as described in General Procedure F to furnish (S)-3-[(S)-2-(4-acetoxy-phenyl)-2,3-dihydro-benzo[1,4]dioxin-6-yl]-2-(4-nitro... The reagents and catalysts are [Pd] (palladium on carbon). Starting materials: C(C)OC(CC(CCC)N1C=CC2=CC(=CC=C12)CCCC1=NC2=NC=CC=C2C=C1)=O (3-[5-(3-[1,8]naphthyridin-2-yl-propyl)-indol-1-yl]-hexanoic acid ethyl ester). Reaction SMILES: [CH2:1]([O:3][C:4](=[O:32])[CH2:5][CH:6]([N:10]1[C:18]2[C:13](=[CH:14][C:15]([CH2:19][CH2:20][CH2:21][C:22]3[CH:31]=[CH:30][C:29]4[C:24](=[N:25][CH:26]=[CH:27][CH:28]=4)[N:23]=3)=[CH:16][CH:17]=2)[CH:12]=[CH:11]1)[CH2:7][CH2:8][CH3:9])[CH3:2]>[Pd].CO>[CH2:1]([O:3][C:4](=[O:32])[CH2:5][CH:6]([N:10]1[C:18]2[C:13](=[CH:14][C:15]([CH2:19][CH2:20][CH2:21][C:22]3[CH:31]=[CH:30][C:29]4[CH2:28][CH2:27][CH2:26][NH:25][C:24]=4[N:23]=3)=[CH:16][CH:17]=2)[CH:12]=[CH:11]1)[CH2:7][CH2:8][CH3:9])[CH3:2]. Yields the product C(C)OC(CC(CCC)N1C=CC2=CC(=CC=C12)CCCC1=NC=2NCCCC2C=C1)=O (3-{5-[3-(5,6,7,8-Tetrahydro-[1,8]naphthyridin-2-yl)-propyl]-indol-1-yl}-hexanoic acid ethyl ester). The solvent is CO (methanol). The yield is 80.0%. Procedure: A mixture of 3-[5-(3-[1,8]naphthyridin-2-yl-propyl)-indol-1-yl]-hexanoic acid ethyl ester (100 mg, 0.665 mmol) and 10% palladium on carbon (30 mg) in methanol (5 mL) was stirred under hydrogen for 2 days. The reaction solution was filtered through celite and dried to give the crude product, which was purified via column chromatography eluting with hexane/ethyl acetate (4/1), to give the title compound (80% yield). 1H NMR (CDCl3) δ 7.39 (d, J=0.9 Hz, 1H), 7.31 (d, J=8.5 Hz, 1H), 7.02-7.10 (m, 3H)... Conditions: time 2 day. Starting materials: COc1ccccc1CNc1ccc2c(Br)cccc2n1, Cc1ccccc1, C=C[Sn](CCCC)(CCCC)CCCC, c1ccc(P(c2ccccc2)(c2ccccc2)[Pd](P(c2ccccc2)(c2ccccc2)c2ccccc2)(P(c2ccccc2)(c2ccccc2)c2ccccc2)P(c2ccccc2)(c2ccccc2)c2ccccc2)cc1. Product: C=Cc1cccc2nc(NCc3ccccc3OC)ccc12. Reaction SMILES: [Br:1][c:2]1[c:3]2[cH:4][cH:5][c:6]([NH:12][CH2:13][c:14]3[c:15]([O:20][CH3:21])[cH:16][cH:17][cH:18][cH:19]3)[n:7][c:8]2[cH:9][cH:10][cH:11]1.[CH3:37][c:38]1[cH:39][cH:40][cH:41][cH:42][cH:43]1.[CH:22](=[CH2:23])[Sn:24]([CH2:25][CH2:26][CH2:27][CH3:28])([CH2:29][CH2:30][CH2:31][CH3:32])[CH2:33][CH2:34][CH2:35][CH3:36].[cH:44]1[cH:45][cH:46][c:47]([P:48]([Pd:49]([P:50]([c:51]2[cH:52][cH:53][cH:54][cH:55][cH:56]2)([c:57]2[cH:58][cH:59][cH:60][cH:61][cH:62]2)[c:63]2[cH:64][cH:65][cH:66][cH:67][cH:68]2)([P:69]([c:70]2[cH:71][cH:72][cH:73][cH:74][cH:75]2)([c:76]2[cH:77][cH:78][cH:79][cH:80][cH:81]2)[c:82]2[cH:83][cH:84][cH:85][cH:86][cH:87]2)[P:88]([c:89]2[cH:90][cH:91][cH:92][cH:93][cH:94]2)([c:95]2[cH:96][cH:97][cH:98][cH:99][cH:100]2)[c:101]2[cH:102][cH:103][cH:104][cH:105][cH:106]2)([c:107]2[cH:108][cH:109][cH:110][cH:111][cH:112]2)[c:113]2[cH:114][cH:115][cH:116][cH:117][cH:118]2)[cH:119][cH:120]1>>[c:2]1([CH:22]=[CH2:23])[c:3]2[cH:4][cH:5][c:6]([NH:12][CH2:13][c:14]3[c:15]([O:20][CH3:21])[cH:16][cH:17][cH:18][cH:19]3)[n:7][c:8]2[cH:9][cH:10][cH:11]1. Reactants: CC(=O)[O-], CC(=O)[O-], Cc1ccc(C)cc1, CS(C)=O, N#Cc1ccccc1Cl, [F-], [K+], O, OCCNCCO, [Pd+2], Cc1ccc(B(O)O)cc1. Yields the product Cc1ccc(-c2ccccc2C#N)cc1. Reaction SMILES: [C:42]([O-:43])(=[O:44])[CH3:45].[C:47]([O-:48])(=[O:49])[CH3:50].[CH3:22][c:23]1[cH:24][cH:25][c:26]([CH3:27])[cH:28][cH:29]1.[CH3:38][S:39]([CH3:40])=[O:41].[Cl:1][c:2]1[c:3]([C:4]#[N:5])[cH:6][cH:7][cH:8][cH:9]1.[F-:20].[K+:21].[OH2:37].[OH:30][CH2:31][CH2:32][NH:33][CH2:34][CH2:35][OH:36].[Pd+2:46].[c:10]1([CH3:19])[cH:11][cH:12][c:13]([B:16]([OH:17])[OH:18])[cH:14][cH:15]1>>[c:2]1(-[c:13]2[cH:12][cH:11][c:10]([CH3:19])[cH:15][cH:14]2)[c:3]([C:4]#[N:5])[cH:6][cH:7][cH:8][cH:9]1. The reactants are [Br-], CC[Mg+], CCC1=CCC(=O)CC1, O. The product is CCC1=CCC(O)(CC)CC1. RXN SMILES: [Br-:1].[CH2:2]([CH3:3])[Mg+:4].[CH2:5]([CH3:6])[C:7]1=[CH:8][CH2:9][C:10](=[O:13])[CH2:11][CH2:12]1.[OH2:14]>>[CH2:2]([CH3:3])[C:10]1([OH:13])[CH2:9][CH:8]=[C:7]([CH2:5][CH3:6])[CH2:12][CH2:11]1. Reactants: [BH4-], C1CCOC1, COC(=O)c1ccc(C=C(C#N)c2ccc(OC(F)(F)F)cc2)cc1, [Na+]. The product is COC(=O)c1ccc(CC(C#N)c2ccc(OC(F)(F)F)cc2)cc1. As a reaction SMILES: [BH4-:26].[CH2:28]1[O:29][CH2:30][CH2:31][CH2:32]1.[CH3:1][O:2][C:3]([c:4]1[cH:5][cH:6][c:7]([CH:10]=[C:11]([c:12]2[cH:13][cH:14][c:15]([O:18][C:19]([F:20])([F:21])[F:22])[cH:16][cH:17]2)[C:23]#[N:24])[cH:8][cH:9]1)=[O:25].[Na+:27]>>[CH3:1][O:2][C:3]([c:4]1[cH:5][cH:6][c:7]([CH2:10][CH:11]([c:12]2[cH:13][cH:14][c:15]([O:18][C:19]([F:20])([F:21])[F:22])[cH:16][cH:17]2)[C:23]#[N:24])[cH:8][cH:9]1)=[O:25].